Task: describe an organic reaction: reactants, conditions, products, and yield. Dataset: the Open Reaction Database (ORD), a public repository of structured organic reaction records Starting materials: BrC1=NC=2N(C=C1)C1=C(N2)C=CC=C1 (2-bromobenzo[4,5]imidazo[1,2-a]pyrimidine), NC1=C(C=C(C=C1)F)B(O)O ((2-amino-5-fluorophenyl)boronic acid). Product: N=1C=2N(C=CC1C1=C(N)C=CC(=C1)F)C1=C(N2)C=CC=C1 (2-(Benzo[4,5]imidazo[1,2-a]pyrimidin-2-yl)-4-fluoroaniline). As a reaction SMILES: Br[C:2]1[CH:7]=[CH:6][N:5]2[C:8]3[CH:14]=[CH:13][CH:12]=[CH:11][C:9]=3[N:10]=[C:4]2[N:3]=1.[NH2:15][C:16]1[CH:21]=[CH:20][C:19]([F:22])=[CH:18][C:17]=1B(O)O>>[N:3]1[C:4]2[N:5]([C:8]3[CH:14]=[CH:13][CH:12]=[CH:11][C:9]=3[N:10]=2)[CH:6]=[CH:7][C:2]=1[C:21]1[CH:20]=[C:19]([F:22])[CH:18]=[CH:17][C:16]=1[NH2:15]. Procedure details: The title compound was prepared using General Experimental Procedure A (Suzuki coupling reaction) from 2-bromobenzo[4,5]imidazo[1,2-a]pyrimidine and (2-amino-5-fluorophenyl)boronic acid. 2-(Benzo[4,5]imidazo[1,2-a]pyrimidin-2-yl)-4-fluoroaniline was obtained as a orange solid. 1H NMR (400 MHz, DMSO-d6): δ 9.75 (d, J=7.6 Hz, 1H), 8.49 (d, J=8.0 Hz, 1H), 8.26 (d, J=7.6 Hz, 1H), 7.99 (dd, J=11.2, 3.2 Hz, 1H), 7.92 (d, J=8.0 Hz, 1H), 7.74 (d, J=7.2 Hz, 1H), 7.64 (d, J=8.4 Hz, 1H), 7.29 (m, 1H), 6.95... Reactants: OC1=C(C(CC(C1)C1=C(C=C(C=C1C)C)C)=O)C(CC)=O (3-hydroxy-5-mesityl-2-propionylcyclohex-2-en-1-one), ClS(=O)(=O)O (chlorosulfonic acid), CNC (dimethylamine), Cl.C(C)ON (ethoxyamine hydrochloride). Yields the product C(C)ON=C(CC)C=1C(CC(CC1O)C1=C(C(=C(C=C1C)C)S(N(C)C)(=O)=O)C)=O (2-[1-(Ethoxyimino)propyl]-3-hydroxy-5-(2,4,6-trimethyl-3-dimethylsulfamoylphenyl)cyclohex-2-en-1-one). RXN SMILES: [OH:1][C:2]1[CH2:7][CH:6]([C:8]2[C:13]([CH3:14])=[CH:12][C:11]([CH3:15])=[CH:10][C:9]=2[CH3:16])[CH2:5][C:4](=[O:17])[C:3]=1[C:18](=O)[CH2:19][CH3:20].Cl[S:23]([OH:26])(=O)=[O:24].[CH3:27][NH:28][CH3:29].Cl.[CH2:31]([O:33][NH2:34])[CH3:32]>>[CH2:31]([O:33][N:34]=[C:18]([C:3]1[C:4](=[O:17])[CH2:5][CH:6]([C:8]2[C:13]([CH3:14])=[CH:12][C:11]([CH3:15])=[C:10]([S:23](=[O:26])(=[O:24])[N:28]([CH3:29])[CH3:27])[C:9]=2[CH3:16])[CH2:7][C:2]=1[OH:1])[CH2:19][CH3:20])[CH3:32] |f:3.4|. Reported procedure: 2-[1-(Ethoxyimino)propyl]-3-hydroxy-5-(2,4,6-trimethyl-3-dimethylsulfamoylphenyl)cyclohex-2-en-1-one (11) was prepared from 3-hydroxy-5-mesityl-2-propionylcyclohex-2-en-1-one, chlorosulfonic acid, dimethylamine, and ethoxyamine hydrochloride following essentially the same procedure as that described in Example 5. Yields the product C(C)(C)(C)OC(=O)NC1(CC1)C(=O)C=1OC2=C(C1)C=CC=C2 (1-(tert-butoxycarbonylamino)-1-(benzofurylcarbonyl)cyclopropane). The reactants are Grignard reagent, Weinreb amide, CN(C(=O)C1(CC1)NC(=O)OC(C)(C)C)OC (N-methyl N-methoxy 1-(tert-butoxycarbonylamino)cyclopropane-1-carboxamide), BrC=1OC2=C(C1)C=CC=C2 (bromobenzofuran), [Mg] (magnesium), Grignard reagent, O1C(=CC2=C1C=CC=C2)[Mg]Br (benzofurylmagnesium bromide). Reported procedure: Alternatively, the starting bromobenzofuran may be reacted with magnesium metal under standard conditions to prepare the corresponding Grignard reagent, benzofurylmagnesium bromide. This Grignard reagent is then reacted with the Weinreb amide, N-methyl N-methoxy 1-(tert-butoxycarbonylamino)cyclopropane-1-carboxamide, to provide 1-(tert-butoxycarbonylamino)-1-(benzofurylcarbonyl)cyclopropane. This ketone is then reduced under standard conditions, typically with sodium borohydride in methanol or e... RXN SMILES: Br[C:2]1[O:3][C:4]2[CH:10]=[CH:9][CH:8]=[CH:7][C:5]=2[CH:6]=1.[Mg].O1C2C=CC=CC=2C=C1[Mg]Br.CN(OC)[C:25]([C:27]1([NH:30][C:31]([O:33][C:34]([CH3:37])([CH3:36])[CH3:35])=[O:32])[CH2:29][CH2:28]1)=[O:26]>>[C:34]([O:33][C:31]([NH:30][C:27]1([C:25]([C:2]2[O:3][C:4]3[CH:10]=[CH:9][CH:8]=[CH:7][C:5]=3[CH:6]=2)=[O:26])[CH2:29][CH2:28]1)=[O:32])([CH3:37])([CH3:36])[CH3:35]. Starting materials: C(#C)C=1C=NN2C1N=C(C=C2C(F)(F)F)C2=CC=C(C=C2)C(F)(F)F (3-ethynyl-7-trifluoromethyl-5-(4-trifluoromethyl-phenyl)-pyrazolo[1,5-a]pyrimidine), BrC=1C=C(C=CC1)S(=O)(=O)NCCN(C)C (3-Bromo-N-(2-dimethylamino-ethyl)-benzenesulfonamide). Yields the product CN(CCNS(=O)(=O)C1=CC(=CC=C1)C#CC=1C=NN2C1N=C(C=C2C(F)(F)F)C2=CC=C(C=C2)C(F)(F)F)C (N-(2-Dimethylamino-ethyl)-3-[7-trifluoromethyl-5-(4-trifluoromethyl-phenyl)-pyrazolo[1,5-a]pyrimidin-3-ylethynyl]-benzenesulfonamide), solid. Isolated yield 34.0%. RXN SMILES: [C:1]([C:3]1[CH:4]=[N:5][N:6]2[C:11]([C:12]([F:15])([F:14])[F:13])=[CH:10][C:9]([C:16]3[CH:21]=[CH:20][C:19]([C:22]([F:25])([F:24])[F:23])=[CH:18][CH:17]=3)=[N:8][C:7]=12)#[CH:2].Br[C:27]1[CH:28]=[C:29]([S:33]([NH:36][CH2:37][CH2:38][N:39]([CH3:41])[CH3:40])(=[O:35])=[O:34])[CH:30]=[CH:31][CH:32]=1>>[CH3:40][N:39]([CH3:41])[CH2:38][CH2:37][NH:36][S:33]([C:29]1[CH:30]=[CH:31][CH:32]=[C:27]([C:2]#[C:1][C:3]2[CH:4]=[N:5][N:6]3[C:11]([C:12]([F:14])([F:13])[F:15])=[CH:10][C:9]([C:16]4[CH:21]=[CH:20][C:19]([C:22]([F:25])([F:24])[F:23])=[CH:18][CH:17]=4)=[N:8][C:7]=23)[CH:28]=1)(=[O:34])=[O:35]. Reported procedure: The title compound was prepared from 3-ethynyl-7-trifluoromethyl-5-(4-trifluoromethyl-phenyl)-pyrazolo[1,5-a]pyrimidine (example C.1) (355 mg, 1.0 mmol) and 3-bromo-N-(2-dimethylamino-ethyl)-benzenesulfonamide (example B.35) (276 mg, 1.0 mmol) according to general procedure II. Obtained as a yellow solid (200 mg, 34%). MS (ISP) 582.2 [(M+H)+]; mp 146-147° C. The reactants are C(C)(C)(C)OC(=O)N1CC(C1)C1=CC2=C(C=3N=C(SC3CCO2)C=2N(N=CN2)C(C)C)C=C1 (3-[2-(2-isopropyl-2H-[1,2,4]triazol-3-yl)-4,5-dihydro-6-oxa-3-thia-1-aza-benzo[e]azulen-8-yl]-azetidine-1-carboxylic acid tert-butyl ester), C(=O)(C(F)(F)F)O (TFA). Run in C(Cl)Cl (DCM). Conditions: time 4 hour. The product is N1CC(C1)C1=CC2=C(C=3N=C(SC3CCO2)C=2N(N=CN2)C(C)C)C=C1 (8-Azetidin-3-yl-2-(2-isopropyl-2H-[1,2,4]triazol-3-yl)-4,5-dihydro-6-oxa-3-thia-1-aza-benzo[e]azulene). Yield: 98.2%. Reaction SMILES: C(OC([N:8]1[CH2:11][CH:10]([C:12]2[CH:33]=[CH:32][C:15]3[C:16]4[N:17]=[C:18]([C:24]5[N:25]([CH:29]([CH3:31])[CH3:30])[N:26]=[CH:27][N:28]=5)[S:19][C:20]=4[CH2:21][CH2:22][O:23][C:14]=3[CH:13]=2)[CH2:9]1)=O)(C)(C)C.C(O)(C(F)(F)F)=O>C(Cl)Cl>[NH:8]1[CH2:11][CH:10]([C:12]2[CH:33]=[CH:32][C:15]3[C:16]4[N:17]=[C:18]([C:24]5[N:25]([CH:29]([CH3:31])[CH3:30])[N:26]=[CH:27][N:28]=5)[S:19][C:20]=4[CH2:21][CH2:22][O:23][C:14]=3[CH:13]=2)[CH2:9]1. Reported procedure: A solution of 3-[2-(2-isopropyl-2H-[1,2,4]triazol-3-yl)-4,5-dihydro-6-oxa-3-thia-1-aza-benzo[e]azulen-8-yl]-azetidine-1-carboxylic acid tert-butyl ester (0.5 g, 1.1 mmol) in DCM (6.5 mL) was treated with TFA (6.5 mL). The reaction mixture was stirred at RT for 4 hours then concentrated in vacuo. The residue was azeotroped with DCM then dissolved in DCM and washed with an aqueous saturated sodium bicarbonate solution (×2) followed by brine. The mixture was passed through a phase separator cartrid... Starting materials: CN1C2CC(CC1CCC2)=NO (9-methyl-9-azabicyclo[3.3.1]nonan-3-one oxime), N (ammonia). The solvent is CO (methanol). Reaction conditions: time 16 hour. Yields the product CN1[C@@H]2CCC[C@H]1CC(C2)N (endo-3-amino-9-methyl-9-azabicyclo[3.3.1]nonane). Isolated yield 92.9%. RXN SMILES: [CH3:1][N:2]1[CH:7]2[CH2:8][CH2:9][CH2:10][CH:3]1[CH2:4][C:5](=[N:11]O)[CH2:6]2.N>CO>[CH3:1][N:2]1[C@@H:7]2[CH2:6][CH:5]([NH2:11])[CH2:4][C@H:3]1[CH2:10][CH2:9][CH2:8]2. Procedure: A solution of 9-methyl-9-azabicyclo[3.3.1]nonan-3-one oxime (10 g, 0.06 moles) in methanol (70 ml) and 0.88 ammonia; (36 ml; 10.0 equivs) was hydrogenated at 50° C. and 50 psi (344.8 kPa)/H2 for 16 hrs using 5% Rhodium on carbon paste (1 g dry weight). The reaction mixture was cooled to room temperature and filtered to remove catalyst. The catalyst bed was washed with methanol and the methanolic solution was then evaporated under reduced pressure to give the title compound as an oil (8.6 g, 93% ... Reactants: CC(C)CCON=O, CC#N, CCCCCC, ICI, CCOC(=O)c1sc(SC)c(C#N)c1N. Yields the product CCOC(=O)c1sc(SC)c(C#N)c1I. Reaction SMILES: [CH3:19][CH:20]([CH2:21][CH2:22][O:23][N:24]=[O:25])[CH3:26].[CH3:27][C:28]#[N:29].[CH3:30][CH2:31][CH2:32][CH2:33][CH2:34][CH3:35].[I:16][CH2:17][I:18].[NH2:1][c:2]1[c:3]([C:11](=[O:12])[O:13][CH2:14][CH3:15])[s:4][c:5]([S:9][CH3:10])[c:6]1[C:7]#[N:8]>>[c:2]1([I:16])[c:3]([C:11](=[O:12])[O:13][CH2:14][CH3:15])[s:4][c:5]([S:9][CH3:10])[c:6]1[C:7]#[N:8].